describe an organic reaction: reactants, conditions, products, and yield From a dataset of the Open Reaction Database (ORD), a public repository of structured organic reaction records. Starting materials: O=C(Cl)CCl, C1COCCO1, Nc1cc(Br)c(S(N)(=O)=O)cc1S(N)(=O)=O. Yields the product NS(=O)(=O)c1cc2c(cc1Br)N=C(CCl)NS2(=O)=O. Reaction SMILES: [Cl:17][CH2:18][C:19]([Cl:20])=[O:21].[O:22]1[CH2:23][CH2:24][O:25][CH2:26][CH2:27]1.[S:1]([NH2:2])(=[O:3])(=[O:4])[c:5]1[c:6]([NH2:7])[cH:8][c:9]([Br:16])[c:10]([S:12]([NH2:13])(=[O:14])=[O:15])[cH:11]1>>[S:1]1(=[O:3])(=[O:4])[NH:2][C:19]([CH2:18][Cl:17])=[N:7][c:6]2[c:5]1[cH:11][c:10]([S:12]([NH2:13])(=[O:14])=[O:15])[c:9]([Br:16])[cH:8]2. Starting materials: C(C)(C)(C)OC(=O)N1CC2=CC=C(C=C2C1)NC1=NN2C(C(=CC=C2)C2=CC(=CC=C2)OC)=N1 (5-[8-(3-methoxy-phenyl)-[1,2,4]triazolo[1,5-a]pyridine-2-ylamino]-1,3-dihydro-isoindole-2-carboxylic acid tert-butyl ester), FC(C(=O)O)(F)F (trifluoroacetic acid). Yields the product C1NCC2=CC(=CC=C12)NC1=NN2C(C(=CC=C2)C2=CC(=CC=C2)OC)=N1 ((2,3-Dihydro-1H-isoindol-5-yl)-[8-(3-methoxy-phenyl)-[1,2,4]-triazolo[1,5-a]pyridin-2-yl]-amine), product. Reaction SMILES: C(OC([N:8]1[CH2:16][C:15]2[C:10](=[CH:11][CH:12]=[C:13]([NH:17][C:18]3[N:34]=[C:21]4[C:22]([C:26]5[CH:31]=[CH:30][CH:29]=[C:28]([O:32][CH3:33])[CH:27]=5)=[CH:23][CH:24]=[CH:25][N:20]4[N:19]=3)[CH:14]=2)[CH2:9]1)=O)(C)(C)C.FC(F)(F)C(O)=O>>[CH2:9]1[C:10]2[C:15](=[CH:14][C:13]([NH:17][C:18]3[N:34]=[C:21]4[C:22]([C:26]5[CH:31]=[CH:30][CH:29]=[C:28]([O:32][CH3:33])[CH:27]=5)=[CH:23][CH:24]=[CH:25][N:20]4[N:19]=3)=[CH:12][CH:11]=2)[CH2:16][NH:8]1. Reported procedure: (2,3-Dihydro-1H-isoindol-5-yl)-[8-(3-methoxy-phenyl)-[1,2,4]-triazolo[1,5-a]pyridin-2-yl]-amine was prepared from 5-[8-(3-methoxy-phenyl)-[1,2,4]triazolo[1,5-a]pyridine-2-ylamino]-1,3-dihydro-isoindole-2-carboxylic acid tert-butyl ester and trifluoroacetic acid (0.500 mL) in a manner analogous to Example 312 to give product (0.025 g). MP=95-97° C. 1H NMR (400 MHz, (D3C)2SO, δ, ppm): 9.68 (s, 1H), 8.80 (d, 1H), 7.85 (d, 1H), 7.80 (s, 1H), 7.70 (m, 2H), 7.52 (m, 1H), 7.45 (m, 1H), 7.18 (d, 1H), 7.... Starting materials: C(C1=CC=CC=C1)OC(=O)N[C@]1(C[C@@H](CC1)C1=CC=C(C=C1)CCOC1=CC(=CC=C1)OC)C(=O)OC ((1R,3R)-methyl 1-(benzyloxycarbonylamino)-3-(4-(2-(3-methoxyphenoxy)ethyl)phenyl)cyclopentanecarboxylate). Reagents/catalysts: [OH-].[OH-].[Pd+2] (Pearlman's Catalyst). Run in CCO (EtOH), CCO (EtOH). Conditions: time 8 hour. The product is N[C@]1(C[C@@H](CC1)C1=CC=C(C=C1)CCOC1=CC(=CC=C1)OC)C(=O)OC ((1R,3R)-methyl 1-amino-3-(4-(2-(3-methoxyphenoxy)ethyl) phenyl)cyclopentanecarboxylate). Yield: 80.5%. Reaction SMILES: C(OC([NH:11][C@:12]1([C:34]([O:36][CH3:37])=[O:35])[CH2:16][CH2:15][C@@H:14]([C:17]2[CH:22]=[CH:21][C:20]([CH2:23][CH2:24][O:25][C:26]3[CH:31]=[CH:30][CH:29]=[C:28]([O:32][CH3:33])[CH:27]=3)=[CH:19][CH:18]=2)[CH2:13]1)=O)C1C=CC=CC=1>CCO.[OH-].[OH-].[Pd+2]>[NH2:11][C@:12]1([C:34]([O:36][CH3:37])=[O:35])[CH2:16][CH2:15][C@@H:14]([C:17]2[CH:18]=[CH:19][C:20]([CH2:23][CH2:24][O:25][C:26]3[CH:31]=[CH:30][CH:29]=[C:28]([O:32][CH3:33])[CH:27]=3)=[CH:21][CH:22]=2)[CH2:13]1 |f:2.3.4|. Procedure details: A solution of (1R,3R)-methyl 1-(benzyloxycarbonylamino)-3-(4-(2-(3-methoxyphenoxy)ethyl)phenyl)cyclopentanecarboxylate (0.266 g, 0.528 mmol) in EtOH (2.0 ml) was added to a slurry of Pearlman's Catalyst (0.019 g, 0.026 mmol) in EtOH (5.28 ml). Hydrogen gas was then bubbled through the reaction mixture for 2-3 minutes. The resulting mixture was stirred under the atmosphere of hydrogen overnight. The crude mixture was filtered through Celite® and the filtrate was concentrated in vacuo to yield (1R... The reagents and catalysts are C(=O)([O-])[O-].[Cs+].[Cs+], C1=CC=C(C=C1)P(C2=CC=CC=C2)C3=C(C4=CC=CC=C4C=C3)C5=C(C=CC6=CC=CC=C65)P(C7=CC=CC=C7)C8=CC=CC=C8, CC(=O)O.CC(=O)O.[Pd]. The solvent is CC1=CC=CC=C1. Yield: 79.9%. Reaction conditions: temperature 100 celsius. Starting materials: C1COCCN1, COC1=C(C=C(C(=C1)Cl)C(=O)OC)Br. Product: COC1=C(C=C(C(=C1)Cl)C(=O)OC)N2CCOCC2. Procedure: Palladium(II) acetate (0.040 g, 0.18 mmol), methyl 2-chloro-4-methoxy-5-morpholinobenzoate (2.042 g, 80 %), cesium carbonate (4.08 g, 12.52 mmol) and racemic 2,2'-bis(diphenylphosphino)-1,1'-binaphthyl (0.223 g, 0.36 mmol) were mixed together in a round bottom flask and evacuated then purged with nitrogen. Morpholine (0.780 mL, 8.94 mmol) and degassed toluene (15 mL) were added and the resulting suspension (orange/red) was degassed and purged with nitrogen 3 times. The mixture was heated to 100 ... The reactants are C(CCCCC)(=O)Cl (Hexanoyl chloride), OC(CNCCCCCCCCCCCCCCCC)CO (N-(2,3-dihydroxypropyl)-hexadecylamine). The solvent is C(Cl)(Cl)Cl (chloroform). Run at time 16 hour. Yields the product OC(CN(C(CCCCC)=O)CCCCCCCCCCCCCCCC)CO (N-(2,3-dihydroxypropyl)-N-(hexadecyl)hexanamide). Isolated yield 19.1%. As a reaction SMILES: [C:1](Cl)(=[O:7])[CH2:2][CH2:3][CH2:4][CH2:5][CH3:6].[OH:9][CH:10]([CH2:29][OH:30])[CH2:11][NH:12][CH2:13][CH2:14][CH2:15][CH2:16][CH2:17][CH2:18][CH2:19][CH2:20][CH2:21][CH2:22][CH2:23][CH2:24][CH2:25][CH2:26][CH2:27][CH3:28]>C(Cl)(Cl)Cl>[OH:9][CH:10]([CH2:29][OH:30])[CH2:11][N:12]([CH2:13][CH2:14][CH2:15][CH2:16][CH2:17][CH2:18][CH2:19][CH2:20][CH2:21][CH2:22][CH2:23][CH2:24][CH2:25][CH2:26][CH2:27][CH3:28])[C:1](=[O:7])[CH2:2][CH2:3][CH2:4][CH2:5][CH3:6]. Reported procedure: Hexanoyl chloride (2.65g, 19.7 mmoles) was added dropwise to a reactor containing N-(2,3-dihydroxypropyl)-hexadecylamine (2.65g, 19.7 mmoles)in 8 mL of chloroform. The reaction was stirred for 16 hours at room temperature. When the reaction was completed, the mixture was concentrated, ethanol and water was added, and the pH of the reaction was adjusted to 14. This mixture was extracted with chloroform, and organic layer was collected and concentrated. The crude sample was purified on silica colu... Yields the product Cc1ccc(N)c(-c2ccc(Cl)cc2)c1. Reactants: OBO, Cc1ccc(N)c(Br)c1, Clc1ccccc1. Reaction SMILES: [BH:10]([OH:11])[OH:12].[Br:1][c:2]1[c:3]([NH2:4])[cH:5][cH:6][c:7]([CH3:9])[cH:8]1.[Cl:13][c:14]1[cH:15][cH:16][cH:17][cH:18][cH:19]1>>[c:2]1(-[c:17]2[cH:16][cH:15][c:14]([Cl:13])[cH:19][cH:18]2)[c:3]([NH2:4])[cH:5][cH:6][c:7]([CH3:9])[cH:8]1.